From a dataset of the Open Reaction Database (ORD), a public repository of structured organic reaction records. describe an organic reaction: reactants, conditions, products, and yield The reactants are BrC1=CC2=C(N(CCCC(=C2)C(=O)OC)CCC)N=C1 (methyl 3-bromo-10-propyl-7,8,9,10-tetrahydropyrido[2,3-b]azocine-6-carboxylate), C(CCC)OCCOC1=CC=C(C=C1)OB(O)O (4-(2-butoxyethoxy)phenylboric acid), C([O-])([O-])=O.[K+].[K+] (potassium carbonate). The reagents and catalysts are C=1C=CC(=CC1)[P](C=2C=CC=CC2)(C=3C=CC=CC3)[Pd]([P](C=4C=CC=CC4)(C=5C=CC=CC5)C=6C=CC=CC6)([P](C=7C=CC=CC7)(C=8C=CC=CC8)C=9C=CC=CC9)[P](C=1C=CC=CC1)(C=1C=CC=CC1)C=1C=CC=CC1 (Tetrakis(triphenylphosphine)palladium). The solvent is O (Water), C1(=CC=CC=C1)C (toluene), C(C)O (ethanol), O (water). Reaction conditions: temperature 115 celsius, time 30 minute. The product is C(CCC)OCCOC1=CC=C(C=C1)C1=CC2=C(N(CCCC(=C2)C(=O)OC)CCC)N=C1 (methyl 3-[4-(2-butoxyethoxy)phenyl]-10-propyl-7,8,9,10-tetrahydropyrido[2,3-b]azocine-6-carboxylate). Isolated yield 79.5%. Reaction SMILES: Br[C:2]1[CH:20]=[N:19][C:5]2[N:6]([CH2:16][CH2:17][CH3:18])[CH2:7][CH2:8][CH2:9][C:10]([C:12]([O:14][CH3:15])=[O:13])=[CH:11][C:4]=2[CH:3]=1.[CH2:21]([O:25][CH2:26][CH2:27][O:28][C:29]1[CH:34]=[CH:33][C:32](OB(O)O)=[CH:31][CH:30]=1)[CH2:22][CH2:23][CH3:24].C(=O)([O-])[O-].[K+].[K+]>C1(C)C=CC=CC=1.C(O)C.O.C1C=CC([P]([Pd]([P](C2C=CC=CC=2)(C2C=CC=CC=2)C2C=CC=CC=2)([P](C2C=CC=CC=2)(C2C=CC=CC=2)C2C=CC=CC=2)[P](C2C=CC=CC=2)(C2C=CC=CC=2)C2C=CC=CC=2)(C2C=CC=CC=2)C2C=CC=CC=2)=CC=1>[CH2:21]([O:25][CH2:26][CH2:27][O:28][C:29]1[CH:30]=[CH:31][C:32]([C:2]2[CH:20]=[N:19][C:5]3[N:6]([CH2:16][CH2:17][CH3:18])[CH2:7][CH2:8][CH2:9][C:10]([C:12]([O:14][CH3:15])=[O:13])=[CH:11][C:4]=3[CH:3]=2)=[CH:33][CH:34]=1)[CH2:22][CH2:23][CH3:24] |f:2.3.4,^1:59,61,80,99|. Reported procedure: A suspension of methyl 3-bromo-10-propyl-7,8,9,10-tetrahydropyrido[2,3-b]azocine-6-carboxylate (820 mg), 4-(2-butoxyethoxy)phenylboric acid (748 mg) and potassium carbonate (868 mg) in toluene (15 ml), ethanol (1.5 ml) and water (1.5 ml) was stirred under an argon atmosphere for 30 minutes. Tetrakis(triphenylphosphine)palladium (140 mg) was added thereto, and the mixture was heated at 115° C. for 6 hours under an argon atmosphere, which was allowed to cool. Water was added and the mixture was ex... Starting materials: CNCC(CCN1CCC(N2CCCCC2=O)CC1)c1ccc(Cl)c(Cl)c1, ClCCl, O=C(Cl)c1ccccc1F. The product is CN(CC(CCN1CCC(N2CCCCC2=O)CC1)c1ccc(Cl)c(Cl)c1)C(=O)c1ccccc1F. As a reaction SMILES: [Cl:1][c:2]1[cH:3][c:4]([CH:9]([CH2:10][CH2:11][N:12]2[CH2:13][CH2:14][CH:15]([N:18]3[C:19](=[O:24])[CH2:20][CH2:21][CH2:22][CH2:23]3)[CH2:16][CH2:17]2)[CH2:25][NH:26][CH3:27])[cH:5][cH:6][c:7]1[Cl:8].[Cl:38][CH2:39][Cl:40].[F:28][c:29]1[c:30]([C:31](=[O:32])[Cl:33])[cH:34][cH:35][cH:36][cH:37]1>>[Cl:1][c:2]1[cH:3][c:4]([CH:9]([CH2:10][CH2:11][N:12]2[CH2:13][CH2:14][CH:15]([N:18]3[C:19](=[O:24])[CH2:20][CH2:21][CH2:22][CH2:23]3)[CH2:16][CH2:17]2)[CH2:25][N:26]([CH3:27])[C:31]([c:30]2[c:29]([F:28])[cH:37][cH:36][cH:35][cH:34]2)=[O:32])[cH:5][cH:6][c:7]1[Cl:8]. The reactants are C(C1=CC=CC=C1)OC(=O)NC1C(N(C(C1)=O)C1=CC(=CC(=C1)Cl)Cl)=O (3-(N-benzyloxycarbonylamino)-1-(3,5-dichlorophenyl)pyrrolidine-2,5-dione), solution, C(C)(=O)O (acetic acid), Br (hydrobromic acid). Solvent: C(C)OCC (diethyl ether). Reaction conditions: time 2 hour. Yields the product Br.NC1C(N(C(C1)=O)C1=CC(=CC(=C1)Cl)Cl)=O (3-amino-1-(3,5-dichlorophenyl)-pyrrolidine-2,5-dione hydrobromide). Reaction SMILES: C(OC([NH:11][CH:12]1[CH2:16][C:15](=[O:17])[N:14]([C:18]2[CH:23]=[C:22]([Cl:24])[CH:21]=[C:20]([Cl:25])[CH:19]=2)[C:13]1=[O:26])=O)C1C=CC=CC=1.C(O)(=O)C.[BrH:31]>C(OCC)C>[BrH:31].[NH2:11][CH:12]1[CH2:16][C:15](=[O:17])[N:14]([C:18]2[CH:19]=[C:20]([Cl:25])[CH:21]=[C:22]([Cl:24])[CH:23]=2)[C:13]1=[O:26] |f:4.5|. Reported procedure: 85 g of 3-(N-benzyloxycarbonylamino)-1-(3,5-dichlorophenyl)pyrrolidine-2,5-dione are mixed with 200 ml of a solution of glacial acetic acid which is saturated with hydrobromic acid, and the mixture is then stirred for 11/2 hours at room temperature. Then 1 liter of diethyl ether is added and the precipitated crystals are rapidly collected by filtration, washed with diethyl ether and dried over potassium hydroxide in vacuo. The hydrobromide is obtained in the form of colourless crystals which mel... The reactants are C([O-])([O-])=O.[Na+].[Na+] (sodium carbonate), crude product, BrC1=NC=2N(C(N(C(C2N1CC1=CC=C(C=C1)Cl)=O)CCCOC1OCCCC1)=O)C (8-bromo-7-(4-chlorobenzyl)-3-methyl-1-(3-(tetrahydro-2H-pyran-2-yloxy)propyl)-1H-purine-2,6(3H,7H)-dione), BrC1=NC=2N(C(N(C(C2N1CC1=CC=C(C=C1)Cl)=O)CCCOC1OCCCC1)=O)C (8-bromo-7-(4-chlorobenzyl)-3-methyl-1-(3-(tetrahydro-2H-pyran-2-yloxy)propyl)-1H-purine-2,6(3H,7H)-dione), FC(OC=1C=C(C=CC1)B(O)O)(F)F (3-(trifluoromethoxy)phenylboronic acid). Reagents/catalysts: C=1C=CC(=CC1)[P](C=2C=CC=CC2)(C=3C=CC=CC3)[Pd]([P](C=4C=CC=CC4)(C=5C=CC=CC5)C=6C=CC=CC6)([P](C=7C=CC=CC7)(C=8C=CC=CC8)C=9C=CC=CC9)[P](C=1C=CC=CC1)(C=1C=CC=CC1)C=1C=CC=CC1 (Tetrakis(triphenylphosphine)palladium). Solvent: Cl (HCl), C1(=CC=CC=C1)C (toluene), C(C)O (ethanol). Conditions: temperature 100 celsius, time 16 hour. Product: ClC1=CC=C(CN2C(=NC=3N(C(N(C(C23)=O)CCCO)=O)C)C2=CC(=CC=C2)OC(F)(F)F)C=C1 (7-(4-chlorobenzyl)-1-(3-hydroxypropyl)-3-methyl-8-(3-(trifluoromethoxy)phenyl)-1H-purine-2,6(3H,7H)-dione). The yield is 49.4%. RXN SMILES: Br[C:2]1[N:10]([CH2:11][C:12]2[CH:17]=[CH:16][C:15]([Cl:18])=[CH:14][CH:13]=2)[C:9]2[C:8](=[O:19])[N:7]([CH2:20][CH2:21][CH2:22][O:23]C3CCCCO3)[C:6](=[O:30])[N:5]([CH3:31])[C:4]=2[N:3]=1.[F:32][C:33]([F:45])([F:44])[O:34][C:35]1[CH:36]=[C:37](B(O)O)[CH:38]=[CH:39][CH:40]=1.C(=O)([O-])[O-].[Na+].[Na+]>C1(C)C=CC=CC=1.C(O)C.Cl.C1C=CC([P]([Pd]([P](C2C=CC=CC=2)(C2C=CC=CC=2)C2C=CC=CC=2)([P](C2C=CC=CC=2)(C2C=CC=CC=2)C2C=CC=CC=2)[P](C2C=CC=CC=2)(C2C=CC=CC=2)C2C=CC=CC=2)(C2C=CC=CC=2)C2C=CC=CC=2)=CC=1>[Cl:18][C:15]1[CH:14]=[CH:13][C:12]([CH2:11][N:10]2[C:9]3[C:8](=[O:19])[N:7]([CH2:20][CH2:21][CH2:22][OH:23])[C:6](=[O:30])[N:5]([CH3:31])[C:4]=3[N:3]=[C:2]2[C:37]2[CH:38]=[CH:39][CH:40]=[C:35]([O:34][C:33]([F:32])([F:44])[F:45])[CH:36]=2)=[CH:17][CH:16]=1 |f:2.3.4,^1:66,68,87,106|. Procedure details: To a solution of 8-bromo-7-(4-chlorobenzyl)-3-methyl-1-(3-(tetrahydro-2H-pyran-2-yloxy)propyl)-1H-purine-2,6(3H,7H)-dione (100 mg, 0.195 mmol, intermediate 14) in toluene and ethanol (6 mL/2 mL) was added 3-(trifluoromethoxy)phenylboronic acid (60.2 mg, 0.293 mmol) followed by 1 mM aqueous sodium carbonate (1 mL). The mixture was degassed and refilled with a nitrogen atmosphere 3 times. Tetrakis(triphenylphosphine)palladium (12 mg, 0.01 mmol) was added and the reaction was stirred at 100° C. for... Reactants: CCOC(=O)c1cc(OC)c(OCC2CCN(C)CC2)cc1[N+](=O)[O-], CO, [H][H]. The product is CCOC(=O)c1cc(OC)c(OCC2CCN(C)CC2)cc1N. Reaction SMILES: [CH3:1][O:2][c:3]1[cH:4][c:5]([C:6](=[O:7])[O:8][CH2:9][CH3:10])[c:11]([N+:23]([O-:24])=[O:25])[cH:12][c:13]1[O:14][CH2:15][CH:16]1[CH2:17][CH2:18][N:19]([CH3:22])[CH2:20][CH2:21]1.[CH3:28][OH:29].[H:26][H:27]>>[CH3:1][O:2][c:3]1[cH:4][c:5]([C:6](=[O:7])[O:8][CH2:9][CH3:10])[c:11]([NH2:23])[cH:12][c:13]1[O:14][CH2:15][CH:16]1[CH2:17][CH2:18][N:19]([CH3:22])[CH2:20][CH2:21]1. Reactants: NC=1N=CN(C1C(=O)N)CCCOC1=CC=CC=C1 (4-amino-1-(3-phenoxypropyl)-5-imidazolecarboxamide), FC1=C(C(=O)Cl)C=CC=C1 (2-fluorobenzoyl chloride). Yields the product FC1=C(C(=O)NC=2N=CN(C2C(=O)N)CCCOC2=CC=CC=C2)C=CC=C1 (4-(2-fluorobenzoylamino)-1-(3-phenoxypropyl)-5-imidazolecarboxamide). Isolated yield 92.0%. As a reaction SMILES: [NH2:1][C:2]1[N:3]=[CH:4][N:5]([CH2:10][CH2:11][CH2:12][O:13][C:14]2[CH:19]=[CH:18][CH:17]=[CH:16][CH:15]=2)[C:6]=1[C:7]([NH2:9])=[O:8].[F:20][C:21]1[CH:29]=[CH:28][CH:27]=[CH:26][C:22]=1[C:23](Cl)=[O:24]>>[F:20][C:21]1[CH:29]=[CH:28][CH:27]=[CH:26][C:22]=1[C:23]([NH:1][C:2]1[N:3]=[CH:4][N:5]([CH2:10][CH2:11][CH2:12][O:13][C:14]2[CH:19]=[CH:18][CH:17]=[CH:16][CH:15]=2)[C:6]=1[C:7]([NH2:9])=[O:8])=[O:24]. Procedure details: An amidation reaction and post-treatment were carried out following the conditions of Example 22, using 1.00 g (3.84 mmol) of 4-amino-1-(3-phenoxypropyl)-5-imidazolecarboxamide prepared in the same manner as in Example 156 and 2-fluorobenzoyl chloride instead of benzoyl chloride to obtain 1.35 g of 4-(2-fluorobenzoylamino)-1-(3-phenoxypropyl)-5-imidazolecarboxamide (yield 92%). Starting materials: BrCCCCOC=1C=C2CCC(NC2=CC1)=O (6-(4-bromo-butoxy)-3,4-dihydro-carbostyril), C1=CC=C(C(=C1)C(=O)O)S (2-thiobenzoic acid). Product: C(=O)(O)C1=C(C=CC=C1)SCCCCOC=1C=C2CCC(NC2=CC1)=O (6-[4-(2-Carboxyphenyl-mercapto)-butoxy]-3,4-dihydro-carbostyril). Reaction SMILES: Br[CH2:2][CH2:3][CH2:4][CH2:5][O:6][C:7]1[CH:8]=[C:9]2[C:14](=[CH:15][CH:16]=1)[NH:13][C:12](=[O:17])[CH2:11][CH2:10]2.[CH:18]1[CH:23]=[C:22]([C:24]([OH:26])=[O:25])[C:21]([SH:27])=[CH:20][CH:19]=1>>[C:24]([C:22]1[CH:23]=[CH:18][CH:19]=[CH:20][C:21]=1[S:27][CH2:2][CH2:3][CH2:4][CH2:5][O:6][C:7]1[CH:8]=[C:9]2[C:14](=[CH:15][CH:16]=1)[NH:13][C:12](=[O:17])[CH2:11][CH2:10]2)([OH:26])=[O:25]. Procedure details: Prepared analogous to Example 122 from 6-(4-bromo-butoxy)-3,4-dihydro-carbostyril and 2-thiobenzoic acid.